This data is from the Open Reaction Database (ORD), a public repository of structured organic reaction records. The task is: describe an organic reaction: reactants, conditions, products, and yield Starting materials: C1CCOC1, COCCl, CC1(C)NC(=O)c2ccc(F)cc2O1, [H-], [Na+]. Yields the product COCN1C(=O)c2ccc(F)cc2OC1(C)C. As a reaction SMILES: [CH2:21]1[O:22][CH2:23][CH2:24][CH2:25]1.[Cl:17][CH2:18][O:19][CH3:20].[F:3][c:4]1[cH:5][c:6]2[c:7]([cH:15][cH:16]1)[C:8](=[O:14])[NH:9][C:10]([CH3:12])([CH3:13])[O:11]2.[H-:1].[Na+:2]>>[F:3][c:4]1[cH:5][c:6]2[c:7]([cH:15][cH:16]1)[C:8](=[O:14])[N:9]([CH2:18][O:19][CH3:20])[C:10]([CH3:12])([CH3:13])[O:11]2. Reactants: BrC1S([C@H]2N(C(=C1CBr)C(=O)OC(C)(C)C)C(C2NC=O)=O)=O (t-butyl 2-bromo-3-bromomethyl-7-formamido-3-cephem-4-carboxylate-1-oxide). Run in FC(C(=O)O)(F)F (trifluoroacetic acid). Product: BrC1S([C@H]2N(C(=C1CBr)C(=O)O)C(C2NC=O)=O)=O (2-bromo-3-bromomethyl-7-formamido-3-cephem-4-carboxylic acid-1-oxide). The yield is 108.6%. As a reaction SMILES: [Br:1][CH:2]1[C:7]([CH2:8][Br:9])=[C:6]([C:10]([O:12]C(C)(C)C)=[O:11])[N:5]2[C:17](=[O:22])[CH:18]([NH:19][CH:20]=[O:21])[C@H:4]2[S:3]1=[O:23]>FC(F)(F)C(O)=O>[Br:1][CH:2]1[C:7]([CH2:8][Br:9])=[C:6]([C:10]([OH:12])=[O:11])[N:5]2[C:17](=[O:22])[CH:18]([NH:19][CH:20]=[O:21])[C@H:4]2[S:3]1=[O:23]. Procedure: 10 g of t-butyl 2-bromo-3-bromomethyl-7-formamido-3-cephem-4-carboxylate-1-oxide in 40 ml of trifluoroacetic acid were stirred for 15 minutes at room temperature and the solvent was removed by evaporation under vacuo. 25 ml of dichloromethane were added to the residue and evaporation to dryness was repeated. A 1:1 mixture of heptane and ether was added to the residue whereafter the slightly yellow crystals were vacuum filtered and were washed with the same solvent mixture to obtain 9.57 g of 2-b... Starting materials: C1(=CC=CC=C1)N=C=S (phenyl isothiocyanate), C(C)(=O)NN (acetylhydrazine). Run in C(C)O (ethanol). Yields the product C(C)(=O)NNC(=S)NC1=CC=CC=C1 (1-acetyl-4-phenylthiosemicarbazide). As a reaction SMILES: [C:1]1([N:7]=[C:8]=[S:9])[CH:6]=[CH:5][CH:4]=[CH:3][CH:2]=1.[C:10]([NH:13][NH2:14])(=[O:12])[CH3:11]>C(O)C>[C:10]([NH:13][NH:14][C:8]([NH:7][C:1]1[CH:6]=[CH:5][CH:4]=[CH:3][CH:2]=1)=[S:9])(=[O:12])[CH3:11]. Procedure details: By reacting 27 g of phenyl isothiocyanate and 15 g of acetylhydrazine in ethanol at room temperature, 1-acetyl-4-phenylthiosemicarbazide was formed, which was collected by filtration and refluxed in ethanol in the presence of sodium ethylate to provide 3-mercapto-5-methyl-4-phenyl-1,2,4-triazole. Starting materials: 1/1/1, C(=O)(O)CC=1C=C(C=CC1)B(O)O (3-carboxymethylphenylboronic acid), C(C)(C)(C)OC(NC(C)C1=C(C=C(C=C1)C(NC1=CC=NC=C1)=O)Br)=O ({1-[2-bromo-4-(pyridine-4-ylcarbamoyl)-phenyl]ethyl}-carbamic acid tert-butyl ester). The reagents and catalysts are C=1C=CC(=CC1)[P](C=2C=CC=CC2)(C=3C=CC=CC3)[Pd]([P](C=4C=CC=CC4)(C=5C=CC=CC5)C=6C=CC=CC6)([P](C=7C=CC=CC7)(C=8C=CC=CC8)C=9C=CC=CC9)[P](C=1C=CC=CC1)(C=1C=CC=CC1)C=1C=CC=CC1 (Pd tetrakis). Solvent: COCCOC.CCO (DME EtOH). Reaction conditions: temperature 160 celsius. Product: C(C)(C)(C)OC(=O)NC(C)C1=C(C=C(C=C1)C(NC1=CC=NC=C1)=O)C1=CC(=CC=C1)CC(=O)O ([2′-(1-tert-Butoxycarbonylamino-ethyl)-5′-(pyridin-4-ylcarbamoyl)-biphenyl-3-yl]-acetic acid). Reaction SMILES: [C:1]([O:5][C:6](=[O:26])[NH:7][CH:8]([C:10]1[CH:15]=[CH:14][C:13]([C:16](=[O:24])[NH:17][C:18]2[CH:23]=[CH:22][N:21]=[CH:20][CH:19]=2)=[CH:12][C:11]=1Br)[CH3:9])([CH3:4])([CH3:3])[CH3:2].[C:27]([CH2:30][C:31]1[CH:32]=[C:33](B(O)O)[CH:34]=[CH:35][CH:36]=1)([OH:29])=[O:28]>COCCOC.CCO.C1C=CC([P]([Pd]([P](C2C=CC=CC=2)(C2C=CC=CC=2)C2C=CC=CC=2)([P](C2C=CC=CC=2)(C2C=CC=CC=2)C2C=CC=CC=2)[P](C2C=CC=CC=2)(C2C=CC=CC=2)C2C=CC=CC=2)(C2C=CC=CC=2)C2C=CC=CC=2)=CC=1>[C:1]([O:5][C:6]([NH:7][CH:8]([C:10]1[CH:15]=[CH:14][C:13]([C:16](=[O:24])[NH:17][C:18]2[CH:23]=[CH:22][N:21]=[CH:20][CH:19]=2)=[CH:12][C:11]=1[C:35]1[CH:34]=[CH:33][CH:32]=[C:31]([CH2:30][C:27]([OH:29])=[O:28])[CH:36]=1)[CH3:9])=[O:26])([CH3:4])([CH3:3])[CH3:2] |f:2.3,^1:52,54,73,92|. Procedure: To a solution of {1-[2-bromo-4-(pyridine-4-ylcarbamoyl)-phenyl]ethyl}-carbamic acid tert-butyl ester (1951 μmol) in a mixture of DME/EtOH/2N Na2CO3: 1/1/1 (10 ml) were added 3-carboxymethylphenylboronic acid (1.5 eq) and Pd tetrakis (0.05 eq). The reaction mixture was heated in the microwave at 160° C. for 15 minutes. The reaction mixture was cooled to RT, filtered over celite and washed with EtOAc and MeOH. The solvents were removed under reduced pressure. The compound was purified by column ch... Starting materials: COc1ccc(S(=O)(=O)c2c(C(C)C)nn3ccccc23)cc1, Cl, O, c1ccncc1. Yields the product CC(C)c1nn2ccccc2c1S(=O)(=O)c1ccc(O)cc1. As a reaction SMILES: [CH:1]([CH3:2])([CH3:3])[c:4]1[n:5][n:6]2[c:7]([cH:8][cH:9][cH:10][cH:11]2)[c:12]1[S:13](=[O:14])(=[O:15])[c:16]1[cH:17][cH:18][c:19]([O:22][CH3:23])[cH:20][cH:21]1.[ClH:24].[OH2:31].[n:25]1[cH:26][cH:27][cH:28][cH:29][cH:30]1>>[CH:1]([CH3:2])([CH3:3])[c:4]1[n:5][n:6]2[c:7]([cH:8][cH:9][cH:10][cH:11]2)[c:12]1[S:13](=[O:14])(=[O:15])[c:16]1[cH:17][cH:18][c:19]([OH:22])[cH:20][cH:21]1. The reactants are ClC=1C=CC(=C(C1)O)OC (5-chloro-2-methoxyphenol), C([O-])([O-])=O.[Cs+].[Cs+] (cesium carbonate), BrCC(=O)OCC (ethyl bromoacetate). Run in CC(=O)C (acetone). Conditions: time 1 hour. Product: ClC=1C=CC(=C(OCC(=O)OCC)C1)OC (ethyl 2-(5-chloro-2-methoxyphenoxy)acetate). RXN SMILES: [Cl:1][C:2]1[CH:3]=[CH:4][C:5]([O:9][CH3:10])=[C:6]([OH:8])[CH:7]=1.C(=O)([O-])[O-].[Cs+].[Cs+].Br[CH2:18][C:19]([O:21][CH2:22][CH3:23])=[O:20]>CC(C)=O>[Cl:1][C:2]1[CH:3]=[CH:4][C:5]([O:9][CH3:10])=[C:6]([CH:7]=1)[O:8][CH2:18][C:19]([O:21][CH2:22][CH3:23])=[O:20] |f:1.2.3|. Procedure: To a solution of 5-chloro-2-methoxyphenol (488 mg) in acetone (15 ml) were added cesium carbonate (1.20 g) and ethyl bromoacetate (375 μl), and the mixture was stirred for 1 hour at room temperature. The insoluble material was filtered off, and the filtrate was concentrated under reduced pressure. Purification of the residue by flash column chromatography on silica gel (eluent: hexane/ethyl acetate=6/1) gave ethyl 2-(5-chloro-2-methoxyphenoxy)acetate (572 mg). Reactants: COC=1C(C=CC=C(C1)OC)=O (2,4-dimethoxy-2,4,6-cycloheptatrien-1-one), N (ammonia). Run in CO (methanol). Run at temperature 80 celsius. The product is NC=1C(C=CC=C(C1)OC)=O (2-amino-4-methoxy-2,4,6-cycloheptatrien-1-one). RXN SMILES: CO[C:3]1[C:4](=[O:12])[CH:5]=[CH:6][CH:7]=[C:8]([O:10][CH3:11])[CH:9]=1.[NH3:13]>CO>[NH2:13][C:3]1[C:4](=[O:12])[CH:5]=[CH:6][CH:7]=[C:8]([O:10][CH3:11])[CH:9]=1. Reported procedure: A solution of 2,4-dimethoxy-2,4,6-cycloheptatrien-1-one [described above in(b),2.4 g] in methanol (70 ml) is cooled to -25° C. and saturated with ammonia gas. The solution is heated in a pressure bottle at 80° C. for 4 hours and cooled to -70° C. The pressure bottle is opened and the solvent is evaporated to give 2-amino-4-methoxy-2,4,6-cycloheptatrien-1-one. Reactants: CC1(COP(OC1)(=O)C#CC)C (5,5-dimethyl-2-(1-propynyl)-2-oxo-1,3,2-dioxaphosphorinane), Cl (hydrochloric acid), O.NN (hydrazine monohydrate). Run in C(C)#N (acetonitrile). Run at time 30 hour. Product: desired product, C(C(=O)C)P1(OCC(CO1)(C)C)=O (2-acetonyl-5,5-dimethyl-2-oxo-1,3,2-dioxaphosphorinane). As a reaction SMILES: [CH3:1][C:2]1([CH3:12])[CH2:7][O:6][P:5]([C:9]#[C:10][CH3:11])(=[O:8])[O:4][CH2:3]1.[OH2:13].NN.Cl>C(#N)C>[CH2:9]([P:5]1(=[O:8])[O:4][CH2:3][C:2]([CH3:12])([CH3:1])[CH2:7][O:6]1)[C:10]([CH3:11])=[O:13] |f:1.2|. Procedure details: 0.69 g (3.7 mmol) of 5,5-dimethyl-2-(1-propynyl)-2-oxo-1,3,2-dioxaphosphorinane (III) was dissolved in 3 ml of acetonitrile, and 0.22 g (4.4 mmol) of hydrazine monohydrate was added thereto. The mixture was left for 30 hours at room temperature. Then, 4.8 g of 10% by weight hydrochloric acid was added thereto and stirred for one hour. The solvent was distilled off to about one-half of its initial volume under reduced pressure, and the reaction mixture diluted with 30 ml of 20% by weight sodium c...